This data is from the Open Reaction Database (ORD), a public repository of structured organic reaction records. The task is: describe an organic reaction: reactants, conditions, products, and yield The reactants are CC1(OB(OC1(C)C)C=1C=CC(=NC1)C=1C=NC(=NC1)N)C (5-(5-(4,4,5,5-tetramethyl-1,3,2-dioxaborolan-2-yl)pyridin-2-yl)pyrimidin-2-amine), BrC1=C(C=C(C=C1)C(F)(F)F)S(=O)(=O)NCCO (2-bromo-N-(2-hydroxyethyl)-5-(trifluoromethyl)benzenesulfonamide). Yields the product NC1=NC=C(C=N1)C1=CC=C(C=N1)C1=C(C=C(C=C1)C(F)(F)F)S(=O)(=O)NCCO (2-[6-(2-Aminopyrimidin-5-yl)pyridin-3-yl]-N-(2-hydroxyethyl)-5-(trifluoromethyl)benzenesulfonamide). RXN SMILES: CC1(C)C(C)(C)OB([C:9]2[CH:10]=[CH:11][C:12]([C:15]3[CH:16]=[N:17][C:18]([NH2:21])=[N:19][CH:20]=3)=[N:13][CH:14]=2)O1.Br[C:24]1[CH:29]=[CH:28][C:27]([C:30]([F:33])([F:32])[F:31])=[CH:26][C:25]=1[S:34]([NH:37][CH2:38][CH2:39][OH:40])(=[O:36])=[O:35]>>[NH2:21][C:18]1[N:19]=[CH:20][C:15]([C:12]2[N:13]=[CH:14][C:9]([C:24]3[CH:29]=[CH:28][C:27]([C:30]([F:31])([F:32])[F:33])=[CH:26][C:25]=3[S:34]([NH:37][CH2:38][CH2:39][OH:40])(=[O:35])=[O:36])=[CH:10][CH:11]=2)=[CH:16][N:17]=1. Procedure details: The title compound was prepared in a manner similar to that described in Example 427 using 5-(5-(4,4,5,5-tetramethyl-1,3,2-dioxaborolan-2-yl)pyridin-2-yl)pyrimidin-2-amine and 2-bromo-N-(2-hydroxyethyl)-5-(trifluoromethyl)benzenesulfonamide. MS (ESI): mass calcd. for C18H16F3N5O3S, 439.09; m/z found, 440.0 [M+H]+. 1H NMR (500 MHz, CD3OD) δ 8.96 (s, 2H), 8.64 (d, J=1.7, 1H), 8.39 (s, 1H), 8.01 (d, J=8.0, 1H), 7.95 (dd, J=8.2, 2.3, 1H), 7.87 (d, J=8.3, 1H), 7.64 (d, J=8.0, 1H), 3.46 (t, J=5.9, 2H)...